Dataset: the Open Reaction Database (ORD), a public repository of structured organic reaction records. Task: describe an organic reaction: reactants, conditions, products, and yield The reactants are FC(C(=O)OCC)(F)F (ethyl trifluoroacetate), C(C=C)Br (allyl bromide), [Mg] (magnesium), ice, S(O)(O)(=O)=O (sulfuric acid), C(C=C)[Mg]Br (allylmagnesium bromide). The solvent is O1CCCC1 (tetrahydrofuran), CCOCC (ether). Conditions: time 8 hour. Yields the product C(C=C)[Mg]Br (Allylmagnesium bromide), OC(CC=C)(CC=C)C(F)(F)F (4-hydroxy-4-trifluoromethyl-1,6-heptadiene). Isolated yield 70.0%. Reaction SMILES: [CH2:1](Br)[CH:2]=[CH2:3].[Mg].[F:6][C:7]([F:14])([F:13])[C:8]([O:10]CC)=O.S(=O)(=O)(O)O.[CH2:20]([Mg:23][Br:24])[CH:21]=[CH2:22]>O1CCCC1.CCOCC>[CH2:20]([Mg:23][Br:24])[CH:21]=[CH2:22].[OH:10][C:8]([C:7]([F:6])([F:13])[F:14])([CH2:22][CH:21]=[CH2:20])[CH2:1][CH:2]=[CH2:3]. Procedure: Allylmagnesium bromide was prepared from 140 g (1.16 mole) of allyl bromide, 35 g (1.44 mole) of magnesium and 640 ml of ether. The product was titrated and found to be 1.2 molar in allylmagnesium bromide. To a 230 ml (0.276 mole) aliquot of the reagent was added 17.4 g (0.122 mole) of ethyl trifluoroacetate in 60 ml of dry tetrahydrofuran at a drop rate of 2-3 drops/second. The reaction temperature was held near -40° during the addition. The reaction mixture was allowed to warm to room temperat... Reactants: Cl.ClC1=C2C(=NC(=C1)C1=CC(=CC=C1)Cl)CCC2 (4-chloro-2-(3-chlorophenyl)-6,7-dihydro-5H-cyclopenta[b]pyridine hydrochloride), NC1CCC(CC1)CC#N (2-(4-aminocyclohexyl)acetonitrile), hydrochloride salt. The product is Cl.ClC=1C=C(C=CC1)C1=CC(=C2C(=N1)CCC2)N[C@@H]2CC[C@H](CC2)CC#N (Trans-2-(4-((2-(3-Chlorophenyl)-6,7-dihydro-5H-cyclopenta[b]pyridin-4-yl)amino)cyclohexyl)acetonitrile hydrochloride). Isolated yield 46.9%. As a reaction SMILES: Cl.[Cl:2][C:3]1[CH:8]=[C:7]([C:9]2[CH:14]=[CH:13][CH:12]=[C:11]([Cl:15])[CH:10]=2)[N:6]=[C:5]2[CH2:16][CH2:17][CH2:18][C:4]=12.[NH2:19][CH:20]1[CH2:25][CH2:24][CH:23]([CH2:26][C:27]#[N:28])[CH2:22][CH2:21]1>>[ClH:2].[Cl:15][C:11]1[CH:10]=[C:9]([C:7]2[N:6]=[C:5]3[CH2:16][CH2:17][CH2:18][C:4]3=[C:3]([NH:19][C@H:20]3[CH2:25][CH2:24][C@H:23]([CH2:26][C:27]#[N:28])[CH2:22][CH2:21]3)[CH:8]=2)[CH:14]=[CH:13][CH:12]=1 |f:0.1,3.4|. Procedure details: Following general procedure B1, 4-chloro-2-(3-chlorophenyl)-6,7-dihydro-5H-cyclopenta[b]pyridine hydrochloride (0.108 g, 0.36 mmol) was reacted with 2-(4-aminocyclohexyl)acetonitrile (0.120 g, 0.72 mmol), followed by formation of the hydrochloride salt to afford the title compound (0.068 g, 47%) as a white solid. MW=402.36. 1H NMR (DMSO-d6, 500 MHz) δ 13.51 (s, 1H), 7.99-7.96 (m, 1H), 7.84 (d, J=7.5 Hz, 1H), 7.71-7.68 (m, 1H), 7.64 (t, J=7.5 Hz, 1H), 7.62-7.57 (m, 2H), 7.14 (s, 1H), 3.95-3.79 (m...